This data is from the Open Reaction Database (ORD), a public repository of structured organic reaction records. The task is: describe an organic reaction: reactants, conditions, products, and yield Starting materials: BrC=1C=C(C=2C(=NN(C2C1)C(C)C)C)C(=O)OC (methyl 6-bromo-1-isopropyl-3-methyl-1H-indazole-4-carboxylate), CC1(OB(OC1(C)C)C=1C=NC=CC1)C (3-(4,4,5,5-tetramethyl-1,3,2-dioxaborolan-2-yl)pyridine), C([O-])(O)=O.[Na+] (sodium bicarbonate). Procedure: To a stirred solution of methyl 6-bromo-1-isopropyl-3-methyl-1H-indazole-4-carboxylate (0.5 g, 1.60 mmol) in 1,4-dioxane (25 mL) was added 3-(4,4,5,5-tetramethyl-1,3,2-dioxaborolan-2-yl)pyridine (0.39 g, 1.92 mmol) followed by PdCl2(dppf)-CH2Cl2 adduct (0.26 g, 0.32 mmol). The reaction mixture was stirred for 5 min, then sodium bicarbonate (0.4 g, 4.80 mmol) dissolved in water (8 mL) was added and the reaction mixture was stirred at 100° C. for 6 h. The reaction mixture was diluted with water an... Yield: 95.0%. Yields the product CC1=NN(C=2C=C(C=C(C12)C(=O)OC)C=1C=NC=CC1)C(C)C (methyl 3-methyl-1-(1-methylethyl)-6-(3-pyridinyl)-1H-indazole-4-carboxylate). Reagents/catalysts: C1=CC=C(C=C1)P([C-]2C=CC=C2)C3=CC=CC=C3.C1=CC=C(C=C1)P([C-]2C=CC=C2)C3=CC=CC=C3.Cl[Pd]Cl.[Fe+2].C(Cl)Cl (PdCl2(dppf) CH2Cl2). Run in O1CCOCC1 (1,4-dioxane), O (water), O (water). As a reaction SMILES: Br[C:2]1[CH:3]=[C:4]([C:15]([O:17][CH3:18])=[O:16])[C:5]2[C:6]([CH3:14])=[N:7][N:8]([CH:11]([CH3:13])[CH3:12])[C:9]=2[CH:10]=1.CC1(C)C(C)(C)OB([C:27]2[CH:28]=[N:29][CH:30]=[CH:31][CH:32]=2)O1.C(=O)(O)[O-].[Na+]>O1CCOCC1.O.C1C=CC(P(C2C=CC=CC=2)[C-]2C=CC=C2)=CC=1.C1C=CC(P(C2C=CC=CC=2)[C-]2C=CC=C2)=CC=1.Cl[Pd]Cl.[Fe+2].C(Cl)Cl>[CH3:14][C:6]1[C:5]2[C:4]([C:15]([O:17][CH3:18])=[O:16])=[CH:3][C:2]([C:27]3[CH:28]=[N:29][CH:30]=[CH:31][CH:32]=3)=[CH:10][C:9]=2[N:8]([CH:11]([CH3:13])[CH3:12])[N:7]=1 |f:2.3,6.7.8.9.10|. Reaction conditions: time 5 minute. The reactants are C(C)C1=C(C(=CC(=C1)C)CC)C=1C(N(N=C(C1OCC1=CC=CC=C1)OCC(=O)O)C)=O ((4-(2,6-diethyl-4-methylphenyl)-5-benzyloxy-2-methyl-3(2H)-pyridazinone-6-yl)oxyacetic acid), S(=O)(Cl)Cl (thionyl chloride), CN(C)C=O (DMF). Run in C1(=CC=CC=C1)C (toluene). Run at time 30 minute. Product: C(C)C1=C(C(=CC(=C1)C)CC)C=1C(N(N=C(C1OCC1=CC=CC=C1)OCC(N)=O)C)=O (4-(2,6-diethyl-4-methylphenyl)-6-carbamoylmethoxy-5-benzyloxy-2-methyl-3(2H)-pyridazinone). Yield: 839.2%. As a reaction SMILES: [CH2:1]([C:3]1[CH:8]=[C:7]([CH3:9])[CH:6]=[C:5]([CH2:10][CH3:11])[C:4]=1[C:12]1[C:13](=[O:32])[N:14]([CH3:31])[N:15]=[C:16]([O:26][CH2:27][C:28](O)=[O:29])[C:17]=1[O:18][CH2:19][C:20]1[CH:25]=[CH:24][CH:23]=[CH:22][CH:21]=1)[CH3:2].S(Cl)(Cl)=O.C[N:38](C=O)C>C1(C)C=CC=CC=1>[CH2:1]([C:3]1[CH:8]=[C:7]([CH3:9])[CH:6]=[C:5]([CH2:10][CH3:11])[C:4]=1[C:12]1[C:13](=[O:32])[N:14]([CH3:31])[N:15]=[C:16]([O:26][CH2:27][C:28](=[O:29])[NH2:38])[C:17]=1[O:18][CH2:19][C:20]1[CH:25]=[CH:24][CH:23]=[CH:22][CH:21]=1)[CH3:2]. Procedure: A solution of (4-(2,6-diethyl-4-methylphenyl)-5-benzyloxy-2-methyl-3(2H)-pyridazinone-6-yl)oxyacetic acid (530 mg, 1.53 mmol), thionyl chloride (290 mg, 2.43 mmol) and DMF (10 mg) in toluene (15 ml) was stirred at 50° C. for 45 minutes. The reaction solution was cooled to room temperature, and then concentrated under reduced pressure. The residue was dissolved in THF (5 ml), and aqueous ammonia (2 ml) was slowly added under ice-cooling. After the reaction solution was stirred at room temperature... Starting materials: COC(=O)c1ccc(CCCN(CCCc2cccc(Cl)c2)S(=O)(=O)c2cccnc2)s1, CCO, [Na+], [OH-]. Yields the product O=C(O)c1ccc(CCCN(CCCc2cccc(Cl)c2)S(=O)(=O)c2cccnc2)s1. RXN SMILES: [CH3:1][O:2][C:3](=[O:4])[c:5]1[s:6][c:7]([CH2:10][CH2:11][CH2:12][N:13]([S:14](=[O:15])(=[O:16])[c:17]2[cH:18][n:19][cH:20][cH:21][cH:22]2)[CH2:23][CH2:24][CH2:25][c:26]2[cH:27][c:28]([Cl:32])[cH:29][cH:30][cH:31]2)[cH:8][cH:9]1.[CH3:35][CH2:36][OH:37].[Na+:34].[OH-:33]>>[O:2]=[C:3]([OH:4])[c:5]1[s:6][c:7]([CH2:10][CH2:11][CH2:12][N:13]([S:14](=[O:15])(=[O:16])[c:17]2[cH:18][n:19][cH:20][cH:21][cH:22]2)[CH2:23][CH2:24][CH2:25][c:26]2[cH:27][c:28]([Cl:32])[cH:29][cH:30][cH:31]2)[cH:8][cH:9]1.